From a dataset of the Open Reaction Database (ORD), a public repository of structured organic reaction records. describe an organic reaction: reactants, conditions, products, and yield Starting materials: COB(O)O (methylboric acid), C(=O)([O-])[O-].[Na+].[Na+] (Na2CO3), NC1=C(C=C(C[C@H](C(=O)OC)CC(N2CCC(CC2)N2C(NC3=C(CC2)C=CC=C3)=O)=O)C=C1Cl)Br (methyl(S)-2-(4-amino-3-bromo-5-chloro-benzyl)-4-oxo-4-[4-(2-oxo-1,2,4,5-tetrahydro-1,3-benzodiazepin-3-yl)-piperidin-1-yl]-butanoate). Reagents/catalysts: C1=CC=C(C=C1)P([C-]2C=CC=C2)C3=CC=CC=C3.C1=CC=C(C=C1)P([C-]2C=CC=C2)C3=CC=CC=C3.Cl[Pd]Cl.[Fe+2] (Pd(dppf)Cl2). Solvent: O1CCOCC1 (1,4-dioxane), CO (MeOH). The product is NC1=C(C=C(C[C@H](C(=O)OC)CC(N2CCC(CC2)N2C(NC3=C(CC2)C=CC=C3)=O)=O)C=C1C)Cl (methyl(S)-2-(4-amino-3-chloro-5-methyl-benzyl)-4-oxo-4-[4-(2-oxo-1,2,4,5-tetrahydro-1,3-benzodiazepin-3-yl)-piperidin-1-yl]-butanoate). RXN SMILES: [CH3:1]OB(O)O.C([O-])([O-])=O.[Na+].[Na+].[NH2:12][C:13]1[C:45]([Cl:46])=[CH:44][C:16]([CH2:17][C@@H:18]([CH2:23][C:24](=[O:43])[N:25]2[CH2:30][CH2:29][CH:28]([N:31]3[CH2:37][CH2:36][C:35]4[CH:38]=[CH:39][CH:40]=[CH:41][C:34]=4[NH:33][C:32]3=[O:42])[CH2:27][CH2:26]2)[C:19]([O:21][CH3:22])=[O:20])=[CH:15][C:14]=1Br>O1CCOCC1.CO.C1C=CC(P(C2C=CC=CC=2)[C-]2C=CC=C2)=CC=1.C1C=CC(P(C2C=CC=CC=2)[C-]2C=CC=C2)=CC=1.Cl[Pd]Cl.[Fe+2]>[NH2:12][C:13]1[C:14]([CH3:1])=[CH:15][C:16]([CH2:17][C@@H:18]([CH2:23][C:24](=[O:43])[N:25]2[CH2:30][CH2:29][CH:28]([N:31]3[CH2:37][CH2:36][C:35]4[CH:38]=[CH:39][CH:40]=[CH:41][C:34]=4[NH:33][C:32]3=[O:42])[CH2:27][CH2:26]2)[C:19]([O:21][CH3:22])=[O:20])=[CH:44][C:45]=1[Cl:46] |f:1.2.3,7.8.9.10|. Procedure details: Under a nitrogen atmosphere 0.99 g (16.0 mmol) methylboric acid, 15.5 mL 2 M Na2CO3 solution and 1.02 g (1.40 mmol) Pd(dppf)Cl2 were added to a solution of 8.40 g (14.5 mmol) methyl(S)-2-(4-amino-3-bromo-5-chloro-benzyl)-4-oxo-4-[4-(2-oxo-1,2,4,5-tetrahydro-1,3-benzodiazepin-3-yl)-piperidin-1-yl]-butanoate in 50 mL 1,4-dioxane and 3 mL MeOH and the reaction mixture was refluxed overnight. The reaction solution was filtered while hot and the filtrate was combined with EtOAc. The organic phase was... Reactants: CCOC(=O)c1cc2c(ncn2-c2ccc(Br)cc2)[nH]1, CCO, Cl, [Na+], [OH-]. The product is O=C(O)c1cc2c(ncn2-c2ccc(Br)cc2)[nH]1. As a reaction SMILES: [Br:1][c:2]1[cH:3][cH:4][c:5](-[n:8]2[cH:9][n:10][c:11]3[c:12]2[cH:13][c:14]([C:16](=[O:17])[O:18][CH2:19][CH3:20])[nH:15]3)[cH:6][cH:7]1.[CH3:24][CH2:25][OH:26].[ClH:23].[Na+:22].[OH-:21]>>[Br:1][c:2]1[cH:3][cH:4][c:5](-[n:8]2[cH:9][n:10][c:11]3[c:12]2[cH:13][c:14]([C:16](=[O:17])[OH:18])[nH:15]3)[cH:6][cH:7]1.